Dataset: the Open Reaction Database (ORD), a public repository of structured organic reaction records. Task: describe an organic reaction: reactants, conditions, products, and yield Starting materials: CC(C)OC(N[C@@H]1C[C@@H](N(C2=CC=C(C=C12)C1=NC(=NO1)CNC(=O)OC(C)(C)C)C(C)=O)C)=O (1-methylethyl((2S,4R)-1-acetyl-6-{3-[({[(1,1-dimethylethyl)oxy]carbonyl}amino)methyl]-1,2,4-oxadiazol-5-yl}-2-methyl-1,2,3,4-tetrahydro-4-quinolinyl)carbamate), Cl (HCl), Intermediate 62, Cl (HCl). Run in O1CCOCC1 (1,4-dioxane), O1CCOCC1 (1,4-dioxane). Conditions: temperature 4 celsius, time 16 hour. Product: Cl.C(C)(=O)N1[C@H](C[C@H](C2=CC(=CC=C12)C1=NC(=NO1)CN)NC(OC(C)C)=O)C (1-methylethyl {(2S,4R)-1-acetyl-6-[3-(aminomethyl)-1,2,4-oxadiazol-5-yl]-2-methyl-1,2,3,4-tetrahydro-4-quinolinyl}carbamate hydrochloride). The yield is 10.4%. Reaction SMILES: [CH3:1][CH:2]([O:4][C:5](=[O:35])[NH:6][C@H:7]1[C:16]2[C:11](=[CH:12][CH:13]=[C:14]([C:17]3[O:21][N:20]=[C:19]([CH2:22][NH:23]C(OC(C)(C)C)=O)[N:18]=3)[CH:15]=2)[N:10]([C:31](=[O:33])[CH3:32])[C@@H:9]([CH3:34])[CH2:8]1)[CH3:3].[ClH:36]>O1CCOCC1>[ClH:36].[C:31]([N:10]1[C:11]2[C:16](=[CH:15][C:14]([C:17]3[O:21][N:20]=[C:19]([CH2:22][NH2:23])[N:18]=3)=[CH:13][CH:12]=2)[C@H:7]([NH:6][C:5](=[O:35])[O:4][CH:2]([CH3:1])[CH3:3])[CH2:8][C@@H:9]1[CH3:34])(=[O:33])[CH3:32] |f:3.4|. Procedure: To a solution of 1-methylethyl((2S,4R)-1-acetyl-6-{3-[({[(1,1-dimethylethyl)oxy]carbonyl}amino)methyl]-1,2,4-oxadiazol-5-yl}-2-methyl-1,2,3,4-tetrahydro-4-quinolinyl)carbamate (for a preparation, see Intermediate 62) (100 mg, 0.205 mmol) in 1,4-dioxane (0.5 mL) at room temperature was added HCl (4N in 1,4-dioxane, 2 mL, 8 mmol) and the resulting mixture was stirred at this temperature for 3 h than at 4° C. for 16 h before being warmed to room temperature. The residue was triturated with Et2O the...